Dataset: the Open Reaction Database (ORD), a public repository of structured organic reaction records. Task: describe an organic reaction: reactants, conditions, products, and yield Reactants: C1CN(CCN1CCO)CCS(=O)(=O)O.[OH-].[Na+] (HEPES NaOH), [Mg+2].[Cl-].[Cl-] (MgCl2), C([C@H]([C@@H](CS)O)O)S (DTT), Gal-1-P, C=1N=C(C2=C(N1)N(C=N2)[C@H]3[C@@H]([C@@H]([C@H](O3)COP(=O)(O)OP(=O)(O)OC[C@@H]4[C@H]([C@H]([C@@H](O4)N5C=CCC(=C5)C(=O)N)O)O)O)O)N (NAD), gl-1,6, C1=CN(C(=O)NC1=O)[C@H]2[C@@H]([C@@H]([C@H](O2)COP(=O)(O)OP(=O)(O)O[C@@H]3[C@@H]([C@H]([C@@H]([C@H](O3)CO)O)O)O)O)O (UDP-Glc). Conditions: time 10 minute. Yields the product C([C@@H]1[C@H]([C@@H]([C@H](C(O1)OP(=O)(O)O)O)O)O)O (Glc-1-P). Reaction SMILES: C1N(CCO)CCN(CCS(O)(=O)=O)C1.[OH-].[Na+].[Mg+2].[Cl-].[Cl-].C(S)[C@@H](O)[C@H](O)CS.C1N=C(N)C2N=CN([C@@H]3O[C@H](COP(OP(OC[C@H]4O[C@@H](N5C=C(C(N)=O)CC=C5)[C@H](O)[C@@H]4O)(O)=O)(O)=O)[C@@H](O)[C@H]3O)C=2N=1.C1C(=O)NC(=O)N([C@@H]2O[C@H](COP([O:91][P:92]([O:95][C@H:96]3[O:101][C@H:100]([CH2:102][OH:103])[C@@H:99]([OH:104])[C@H:98]([OH:105])[C@H:97]3[OH:106])([OH:94])=[O:93])(O)=O)[C@@H](O)[C@H]2O)C=1>>[CH2:102]([OH:103])[C@H:100]1[O:101][CH:96]([O:95][P:92]([OH:94])([OH:93])=[O:91])[C@H:97]([OH:106])[C@@H:98]([OH:105])[C@@H:99]1[OH:104] |f:0.1.2,3.4.5|. Procedure details: Gal-1-Phospate uridyltransferase (UT): Two separate methods were used to measure UT activity in light of the near absence of activity in melon fruit. A continuous coupled enzyme assay modified from Elsevier and Fridovich-Keil (1996), J Biol Chem 271: 32002-32007, was carried out in a 0.5 ml reaction mixture containing 50 mM HEPES-NaOH (pH 7.8), 5 mM MgCl2, 0.5 mM DTT, 10 mM Gal-1-P, 1 mM NAD, 10 μM gl-1,6 bis P, 1 U G6PDH (from Leuconostoc), 2 U PGM, and enzyme sample. The reaction was initiated... The reactants are COc1ccc(-c2cc(=O)c3cc(NC(C)=O)ccc3o2)cc1, CCO, [Na+], [OH-], O=S(=O)(O)O. The product is COc1ccc(-c2cc(=O)c3cc(N)ccc3o2)cc1. RXN SMILES: [CH3:1][O:2][c:3]1[cH:4][cH:5][c:6](-[c:9]2[o:10][c:11]3[c:12]([c:13](=[O:15])[cH:14]2)[cH:16][c:17]([NH:20][C:21](=[O:22])[CH3:23])[cH:18][cH:19]3)[cH:7][cH:8]1.[CH3:31][CH2:32][OH:33].[Na+:30].[OH-:29].[S:24](=[O:25])(=[O:26])([OH:27])[OH:28]>>[CH3:1][O:2][c:3]1[cH:4][cH:5][c:6](-[c:9]2[o:10][c:11]3[c:12]([c:13](=[O:15])[cH:14]2)[cH:16][c:17]([NH2:20])[cH:18][cH:19]3)[cH:7][cH:8]1. Starting materials: C(C)OC(=O)C1(CCN(CC1)CCCC1=CC=CC=C1)S(=O)(=O)C1=CC=C(C=C1)OC (4-(4-Methoxy-benzenesulfonyl)-1-(3-phenyl-propyl)-piperidine-4-carboxylic acid ethyl ester). Solvent: C1CCOC1.CO (THF methanol), [OH-].[Na+] (NaOH). The product is COC1=CC=C(C=C1)S(=O)(=O)C1(CCN(CC1)CCCC1=CC=CC=C1)C(=O)O (4-(4-Methoxy-benzenesulfonyl)-1-(3-phenyl-propyl)-piperidine-4-carboxylic acid). Reaction SMILES: C([O:3][C:4]([C:6]1([S:21]([C:24]2[CH:29]=[CH:28][C:27]([O:30][CH3:31])=[CH:26][CH:25]=2)(=[O:23])=[O:22])[CH2:11][CH2:10][N:9]([CH2:12][CH2:13][CH2:14][C:15]2[CH:20]=[CH:19][CH:18]=[CH:17][CH:16]=2)[CH2:8][CH2:7]1)=[O:5])C>C1COCC1.CO.[OH-].[Na+]>[CH3:31][O:30][C:27]1[CH:28]=[CH:29][C:24]([S:21]([C:6]2([C:4]([OH:5])=[O:3])[CH2:7][CH2:8][N:9]([CH2:12][CH2:13][CH2:14][C:15]3[CH:16]=[CH:17][CH:18]=[CH:19][CH:20]=3)[CH2:10][CH2:11]2)(=[O:23])=[O:22])=[CH:25][CH:26]=1 |f:1.2,3.4|. Reported procedure: 4-(4-Methoxy-benzenesulfonyl)-1-(3-phenyl-propyl)-piperidine-4-carboxylic acid was prepared starting from 4-(4-Methoxy-benzenesulfonyl)-1-(3-phenyl-propyl)-piperidine-4-carboxylic acid ethyl ester (10.74 g, 24.13 mmol) dissolved in THF:methanol 3:1 and 10 N NaOH (40 ml). The resulting reaction mixture was worked up as outlined in example 83. Yield 4.67 g (47%); off white powder; mp 203° C.; MS: 418.2 (M+H)+. The reactants are C, CN(C)CCC1=Cc2ccc(NC(=O)c3ccc(-c4ccccc4)cc3)cc2CC1, CO, [Pd]. Yields the product CN(C)CCC1CCc2cc(NC(=O)c3ccc(-c4ccccc4)cc3)ccc2C1. RXN SMILES: [C:31].[CH3:1][N:2]([CH2:3][CH2:4][C:5]1=[CH:6][c:7]2[cH:8][cH:9][c:10]([NH:15][C:16](=[O:17])[c:18]3[cH:19][cH:20][c:21](-[c:24]4[cH:25][cH:26][cH:27][cH:28][cH:29]4)[cH:22][cH:23]3)[cH:11][c:12]2[CH2:13][CH2:14]1)[CH3:30].[CH3:33][OH:34].[Pd:32]>>[CH3:1][N:2]([CH2:3][CH2:4][CH:5]1[CH2:6][c:7]2[cH:8][cH:9][c:10]([NH:15][C:16](=[O:17])[c:18]3[cH:19][cH:20][c:21](-[c:24]4[cH:25][cH:26][cH:27][cH:28][cH:29]4)[cH:22][cH:23]3)[cH:11][c:12]2[CH2:13][CH2:14]1)[CH3:30]. Reaction SMILES: [NH2:1][C:2]1[CH:12]=[CH:11][C:5](/[CH:6]=[CH:7]/[C:8]([OH:10])=[O:9])=[CH:4][CH:3]=1.Cl[C:14]1[C:15](=[O:27])[NH:16][C:17](=[O:26])[C:18]=1[C:19]1[CH:24]=[CH:23][C:22]([Cl:25])=[CH:21][CH:20]=1.CN1CCCC1=O>Cl>[C:8](/[CH:7]=[CH:6]/[C:5]1[CH:4]=[CH:3][C:2]([NH:1][C:14]2[C:15](=[O:27])[NH:16][C:17](=[O:26])[C:18]=2[C:19]2[CH:24]=[CH:23][C:22]([Cl:25])=[CH:21][CH:20]=2)=[CH:12][CH:11]=1)([OH:10])=[O:9]. Starting materials: NC1=CC=C(/C=C/C(=O)O)C=C1 (trans-4-aminocinnamic acid), ClC=1C(NC(C1C1=CC=C(C=C1)Cl)=O)=O (3-chloro-4-(4-chlorophenyl)-1H-pyrrole-2,5-dione), CN1C(CCC1)=O (1-methyl-2-pyrrolidinone). Conditions: time 28.5 hour. Solvent: Cl (hydrochloric acid). Reported procedure: A mixture of trans-4-aminocinnamic acid (0.205 g, 1.26 mmol), 3-chloro-4-(4-chlorophenyl)-1H-pyrrole-2,5-dione (0.123 g, 0.51 mmol) and 1-methyl-2-pyrrolidinone (1.0 mL) was heated in a sealed tube in a hotblock set at 69° C., for 28.5 hours. The mixture was diluted with aqueous hydrochloric acid (10 mL) and extracted with ethyl acetate (2×20 mL). The combined organics were washed with brine (2×10 mL), dried over anhydrous magnesium sulphate and evaporated to dryness. The residue was triturated ... The product is C(=O)(O)/C=C/C1=CC=C(C=C1)NC=1C(NC(C1C1=CC=C(C=C1)Cl)=O)=O (3-[4-(trans-2-Carboxyethenyl)phenylamino]-4-(4-chlorophenyl)-1H-pyrrole-2,5-dione).